Dataset: the Open Reaction Database (ORD), a public repository of structured organic reaction records. Task: describe an organic reaction: reactants, conditions, products, and yield Starting materials: Cl (hydrochloric acid), COC1=C(C=O)C=CC(=C1)OC (2,4-dimethoxy-benzaldehyde), ICl (iodine monochloride). Solvent: CO (methanol), CO (methanol). Conditions: time 3 hour. Product: IC=1C(=CC(=C(C=O)C1)OC)OC (5-Iodo-2,4-dimethoxy-benzaldehyde). Isolated yield 87.1%. RXN SMILES: [CH3:1][O:2][C:3]1[CH:10]=[C:9]([O:11][CH3:12])[CH:8]=[CH:7][C:4]=1[CH:5]=[O:6].[I:13]Cl.Cl>CO>[I:13][C:8]1[C:9]([O:11][CH3:12])=[CH:10][C:3]([O:2][CH3:1])=[C:4]([CH:7]=1)[CH:5]=[O:6]. Reported procedure: To a solution of 2,4-dimethoxy-benzaldehyde (20.0 g, 120.4 mmol) in methanol (550 mL) was added a solution of iodine monochloride (23.25 g, 144.9 mmol) in methanol (60 mL) dropwise over 20 min. The solution was allowed to stir at ambient temperature for 3 hours and then poured into a solution of hydrochloric acid (0.5 M, 600 mL). The resulting precipitate was collected by filtration, washed with water, and dried in vacuo. The crude product was further recrystallized from a mixture of tetrahydrof... Starting materials: O=C1C2=C(COC3=C1C=C(C=C3)CC(=O)O)C=CS2 (4,10-dihydro-10-oxothieno[3,2-c][1]benzoxepin-8-acetic acid), C(=O)([O-])[O-].[K+].[K+] (K2CO3), O (water), BrCC(=O)OC (methyl bromoacetate). Run in CCCCCC (hexane), CN(C=O)C (dimethylformamide). Reaction conditions: temperature 60 celsius, time 8 hour. Product: COC(COC(CC=1C=CC2=C(C(C3=C(CO2)C=CS3)=O)C1)=O)=O (methyl(4,10-dihydro-10-oxothieno[3,2-c][1]benzoxepin-8-yl)acetoxyacetate). Isolated yield 78.9%. Reaction SMILES: [O:1]=[C:2]1[C:8]2[CH:9]=[C:10]([CH2:13][C:14]([OH:16])=[O:15])[CH:11]=[CH:12][C:7]=2[O:6][CH2:5][C:4]2[CH:17]=[CH:18][S:19][C:3]1=2.C([O-])([O-])=O.[K+].[K+].Br[CH2:27][C:28]([O:30][CH3:31])=[O:29].O>CN(C)C=O.CCCCCC>[CH3:31][O:30][C:28](=[O:29])[CH2:27][O:15][C:14](=[O:16])[CH2:13][C:10]1[CH:11]=[CH:12][C:7]2[O:6][CH2:5][C:4]3[CH:17]=[CH:18][S:19][C:3]=3[C:2](=[O:1])[C:8]=2[CH:9]=1 |f:1.2.3|. Procedure: A mixture of 12.54 g (0.046 m) of 4,10-dihydro-10-oxothieno[3,2-c][1]benzoxepin-8-acetic acid in 100 ml of dimethylformamide (DMF) and 3.18 g (0.033 m) of K2CO3 was warmed to 60° C. for 1 hour in an atmosphere of nitrogen. To this mixture 7.7 g (0.05 m) of methyl bromoacetate was added dropwise and the mixture was held at 60° C. overnight (about 16 hours). The reaction mixture was poured into water and extracted with ether. The ether extract was washed with 5% NaHCO3 and water, dried over Na2SO4... Reactants: ClC=1C=C(C#N)C=CC1NCCC (3-chloro-4-(propylamino)benzonitrile), BrBr (bromine). Run in CO (MeOH), CO (MeOH). Run at time 30 minute. The product is ClC=1C=C(C#N)C=C(C1NCCC)Br (3-chloro-5-bromo-4-(propylamino)-benzonitrile). RXN SMILES: [Cl:1][C:2]1[CH:3]=[C:4]([CH:7]=[CH:8][C:9]=1[NH:10][CH2:11][CH2:12][CH3:13])[C:5]#[N:6].[Br:14]Br>CO>[Cl:1][C:2]1[CH:3]=[C:4]([CH:7]=[C:8]([Br:14])[C:9]=1[NH:10][CH2:11][CH2:12][CH3:13])[C:5]#[N:6]. Procedure: Step AR2. To 3-chloro-4-(propylamino)benzonitrile (365 mg, 1.87 mmol) in MeOH (10 ml) was added bromine (300 mg, 1.87 mmol) in MeOH (2 mL) dropwise. After stirred for 30 minutes, the solvent was removed and crude 3-chloro-5-bromo-4-(propylamino)-benzonitrile was obtained (549 mg, 100%). Product: Cc1c(Cn2c(Cl)nc3c(C(=O)O)cc(N4CCOCC4)cc32)cccc1C(F)(F)F. As a reaction SMILES: [Cl:1][c:2]1[n:3][c:4]2[c:5]([n:6]1[CH2:7][c:8]1[c:9]([CH3:18])[c:10]([C:14]([F:15])([F:16])[F:17])[cH:11][cH:12][cH:13]1)[cH:19][c:20]([N:27]1[CH2:28][CH2:29][O:30][CH2:31][CH2:32]1)[cH:21][c:22]2[C:23](=[O:24])[O:25][CH3:26].[Li+:33].[O:35]1[CH2:36][CH2:37][CH2:38][CH2:39]1.[OH-:34]>>[Cl:1][c:2]1[n:3][c:4]2[c:5]([n:6]1[CH2:7][c:8]1[c:9]([CH3:18])[c:10]([C:14]([F:15])([F:16])[F:17])[cH:11][cH:12][cH:13]1)[cH:19][c:20]([N:27]1[CH2:28][CH2:29][O:30][CH2:31][CH2:32]1)[cH:21][c:22]2[C:23](=[O:24])[OH:25]. Reactants: COC(=O)c1cc(N2CCOCC2)cc2c1nc(Cl)n2Cc1cccc(C(F)(F)F)c1C, [Li+], C1CCOC1, [OH-]. The reactants are COC(=O)C1=NC(=NC=C1C#CC1=C(C=CC=C1)Cl)SC (5-(2-chloro-phenylethynyl)-2-methylsulfanyl-pyrimidine-4-carboxylic acid methyl ester), FC(C(=O)O)(F)F (trifluoroacetic acid). Solvent: O (water), ClCCl (dichloromethane). The product is ClC1=C(C=CC=C1)C1=CC2=C(N=C(N=C2)SC)C(O1)=O (6-(2-chlorophenyl)-2-methylsulfanylpyrano[3,4-d]pyrimidin-8-one). Yield: 110.0%. Reaction SMILES: C[O:2][C:3]([C:5]1[C:10]([C:11]#[C:12][C:13]2[CH:18]=[CH:17][CH:16]=[CH:15][C:14]=2[Cl:19])=[CH:9][N:8]=[C:7]([S:20][CH3:21])[N:6]=1)=[O:4].FC(F)(F)C(O)=O>ClCCl.O>[Cl:19][C:14]1[CH:15]=[CH:16][CH:17]=[CH:18][C:13]=1[C:12]1[O:2][C:3](=[O:4])[C:5]2[N:6]=[C:7]([S:20][CH3:21])[N:8]=[CH:9][C:10]=2[CH:11]=1. Procedure details: A mixture of 5-(2-chloro-phenylethynyl)-2-methylsulfanyl-pyrimidine-4-carboxylic acid methyl ester (5.0 g, 9.4 mmol) (prepared in a manner similar to that described above), 50% (v/v) trifluoroacetic acid in dichloromethane (15 ml) and water (1 ml) was stirred in a heavy-walled Smith process vial and irradiated to 120° C. for 45 min. The mixture was evaporated in vacuo to dryness and the residual oil was purified by flash column chromatography over silica using a 3:7 mixture of hexane and dichlor... Reactants: C(C)OC(=O)C1=CC=C(C=C1)N1C(C=C(C=C1)C(=O)O)=O (1-(4-Ethoxycarbonyl-phenyl)-2-oxo-1,2-dihydro-pyridine-4-carboxylic acid), [OH-].[Na+] (sodium hydroxide), Cl (HCl). The solvent is C1CCOC1 (THF). Reaction conditions: time 8 hour. The product is C(=O)(O)C1=CC=C(C=C1)N1C(C=C(C=C1)C(=O)O)=O (1-(4-Carboxy-phenyl)-2-oxo-1,2-dihydro-pyridine-4-carboxylic acid). Yield: 69.0%. Reaction SMILES: C([O:3][C:4]([C:6]1[CH:11]=[CH:10][C:9]([N:12]2[CH:17]=[CH:16][C:15]([C:18]([OH:20])=[O:19])=[CH:14][C:13]2=[O:21])=[CH:8][CH:7]=1)=[O:5])C.[OH-].[Na+].Cl>C1COCC1>[C:4]([C:6]1[CH:7]=[CH:8][C:9]([N:12]2[CH:17]=[CH:16][C:15]([C:18]([OH:20])=[O:19])=[CH:14][C:13]2=[O:21])=[CH:10][CH:11]=1)([OH:5])=[O:3] |f:1.2|. Reported procedure: To a solution of 1-(4-Ethoxycarbonyl-phenyl)-2-oxo-1,2-dihydro-pyridine-4-carboxylic acid (1.155 g) in THF (20 mL) at 0° C. was added 5 M sodium hydroxide (1.19 mL) and mixture stirred overnight at ambient temperature. Reaction mixture was acidified to pH 1 with concentrated HCl, producing a precipitate. The solid was collected by filtration, washed with H2O and dried under high vacuum to give 1-(4-Carboxy-phenyl)-2-oxo-1,2-dihydro-pyridine-4-carboxylic acid (0.7196 g). LCMS-ESI−: calc'd for C13... Starting materials: ClCCl, O=C(OO)c1cccc(Cl)c1, COc1ccc(CSCC(=O)O)cc1O. Product: COc1ccc(CS(=O)CC(=O)O)cc1O. RXN SMILES: [Cl:27][CH2:28][Cl:29].[OH:16][O:17][C:18]([c:19]1[cH:20][c:21]([Cl:22])[cH:23][cH:24][cH:25]1)=[O:26].[OH:1][c:2]1[cH:3][c:4]([CH2:5][S:6][CH2:7][C:8](=[O:9])[OH:10])[cH:11][cH:12][c:13]1[O:14][CH3:15]>>[OH:1][c:2]1[cH:3][c:4]([CH2:5][S:6]([CH2:7][C:8](=[O:9])[OH:10])=[O:16])[cH:11][cH:12][c:13]1[O:14][CH3:15].